This data is from the Open Reaction Database (ORD), a public repository of structured organic reaction records. The task is: describe an organic reaction: reactants, conditions, products, and yield Starting materials: NC=1S\C(\C(N1)=O)=C/C=1C=C2C(=C(C=NC2=CC1)C#N)CC(C)C (6-[2-amino-4-oxo-4H-thiazol-(5Z)-ylidenemethyl]-4-isobutyl-quinoline-3-carbonitrile), CS(=O)(=O)O (methanesulfonic acid). Yields the product CS(=O)(=O)O.NC=1S\C(\C(N1)=O)=C/C=1C=C2C(=C(C=NC2=CC1)C#N)CC(C)C (6-[2-amino-4-oxo-4H-thiazol-(5Z)-ylidenemethyl]-4-isobutyl-quinoline-3-carbonitrile methanesulfonic acid salt). Reaction SMILES: [NH2:1][C:2]1[S:3]/[C:4](=[CH:8]\[C:9]2[CH:10]=[C:11]3[C:16](=[CH:17][CH:18]=2)[N:15]=[CH:14][C:13]([C:19]#[N:20])=[C:12]3[CH2:21][CH:22]([CH3:24])[CH3:23])/[C:5](=[O:7])[N:6]=1.[CH3:25][S:26]([OH:29])(=[O:28])=[O:27]>>[CH3:25][S:26]([OH:29])(=[O:28])=[O:27].[NH2:1][C:2]1[S:3]/[C:4](=[CH:8]\[C:9]2[CH:10]=[C:11]3[C:16](=[CH:17][CH:18]=2)[N:15]=[CH:14][C:13]([C:19]#[N:20])=[C:12]3[CH2:21][CH:22]([CH3:24])[CH3:23])/[C:5](=[O:7])[N:6]=1 |f:2.3|. Procedure details: Similar procedure as described in example 47 was used, starting from 6-[2-amino-4-oxo-4H-thiazol-(5Z)-ylidenemethyl]-4-isobutyl-quinoline-3-carbonitrile (example 46g) and methanesulfonic acid to give 6-[2-amino-4-oxo-4H-thiazol-(5Z)-ylidenemethyl]-4-isobutyl-quinoline-3-carbonitrile methanesulfonic acid salt. LC-MS m/e 337 (MH+).